Dataset: the Open Reaction Database (ORD), a public repository of structured organic reaction records. Task: describe an organic reaction: reactants, conditions, products, and yield Reactants: NC1=NC=CC(=C1N)CCC (2,3-diamino-4-n-propylpyridine), C(CC)(=O)O (propionic acid), P(O)(O)(O)=O (phosphoric acid), [OH-].[Na+] (NaOH), raw material ( 29 ). The product is C(C)C=1NC=2C(=NC=CC2CCC)N1 (2-Ethyl-7-n-propyl-imidazo[4,5-b]pyridine). RXN SMILES: [NH2:1][C:2]1[C:7]([NH2:8])=[C:6]([CH2:9][CH2:10][CH3:11])[CH:5]=[CH:4][N:3]=1.[C:12](O)(=O)[CH2:13][CH3:14].P(=O)(O)(O)O.[OH-].[Na+]>>[CH2:13]([C:14]1[NH:8][C:7]2[C:2]([N:1]=1)=[N:3][CH:4]=[CH:5][C:6]=2[CH2:9][CH2:10][CH3:11])[CH3:12] |f:3.4|. Reported procedure: 2.6 g (0.017M) of 2,3-diamino-4-n-propylpyridine and 1.4 ml (0.019M) of propionic acid were added to 15 ml of phosphoric acid, and the mixture was heated at 140° to 150° C. for 20 hr. It was cooled to room temperature, poured into a cold aqueous NaOH solution and then extracted with ethyl acetate. The extract was dried over magnesium sulfate, and the solvent was distilled off in vacuo to prepare a substantially pure brown oleaginous intended product. The yield was 2.9 g (this compound was used a... Starting materials: C(C1=CC=CC=C1)N1CC(CC1)C(=O)OCC1=CC=CC=C1 ((R/S)-1-benzyl-pyrrolidin-3-yl carboxylic acid, benzyl ester), ClC(=O)OCC1=CC=CC=C1 (benzyl chloroformate), ClC(=O)OCC1=CC=CC=C1 (benzyl chloroformate). Run in C(Cl)Cl (CH2Cl2). Conditions: time 24 hour. Yields the product C(C1=CC=CC=C1)OC(=O)N1CC(CC1)C(=O)OCC1=CC=CC=C1 ((R/S)-1-Benzyloxycarbonyl-pyrrolidin-3-yl carboxylic acid, benzyl ester). The yield is 40.7%. Reaction SMILES: C([N:8]1[CH2:12][CH2:11][CH:10]([C:13]([O:15][CH2:16][C:17]2[CH:22]=[CH:21][CH:20]=[CH:19][CH:18]=2)=[O:14])[CH2:9]1)C1C=CC=CC=1.Cl[C:24]([O:26][CH2:27][C:28]1[CH:33]=[CH:32][CH:31]=[CH:30][CH:29]=1)=[O:25]>C(Cl)Cl>[CH2:27]([O:26][C:24]([N:8]1[CH2:12][CH2:11][CH:10]([C:13]([O:15][CH2:16][C:17]2[CH:22]=[CH:21][CH:20]=[CH:19][CH:18]=2)=[O:14])[CH2:9]1)=[O:25])[C:28]1[CH:33]=[CH:32][CH:31]=[CH:30][CH:29]=1. Procedure details: A solution of 18 g (61 mmol) of (R/S)-1-benzyl-pyrrolidin-3-yl carboxylic acid, benzyl ester (from Step A) in 100 mL of CH2Cl2 at 0° C. was treated with 21.3 mL (231 mmol) of benzyl chloroformate while maintaining the internal temperature at less than 6° C. The reaction was allowed to warm to rt overnight. After 24 hours at rt, an additional 10 mL (10.8 mmol) of benzyl chloroformate was added. After 24 hours of stirring at rt, the reaction was concentrated. The residue was purified on a 40L Biot... The reactants are ClC1=NC(=NC=C1C(=O)OCC)SC (4-chloro-5-ethoxycarbonyl-2-methylthiopyrimidine), ClC=1C=C(CN)C=CC1OC (3-chloro-4-methoxybenzylamine), ice water, C(CC(O)(C(=O)O)CC(=O)O)(=O)O (citric acid), amine. The reagents and catalysts are ClC=1C=C(CN)C=CC1OC (3-chloro-4-methoxybenzylamine). Run in CN(C=O)C (N,N-dimethylformamide), CN(C=O)C (N,N-dimethylformamide), C(C)N(CC)CC (triethylamine). Conditions: time 20 minute. Product: ClC=1C=C(CNC2=NC(=NC=C2C(=O)OCC)SC)C=CC1OC (4-(3-chloro-4-methoxybenzylamino)-5-ethoxycarbonyl-2-methylthiopyrimidine). Yield: 95.7%. RXN SMILES: Cl[C:2]1[C:7]([C:8]([O:10][CH2:11][CH3:12])=[O:9])=[CH:6][N:5]=[C:4]([S:13][CH3:14])[N:3]=1.[Cl:15][C:16]1[CH:17]=[C:18]([CH:21]=[CH:22][C:23]=1[O:24][CH3:25])[CH2:19][NH2:20].C(O)(=O)CC(CC(O)=O)(C(O)=O)O>CN(C)C=O.C(N(CC)CC)C.ClC1C=C(C=CC=1OC)CN>[Cl:15][C:16]1[CH:17]=[C:18]([CH:21]=[CH:22][C:23]=1[O:24][CH3:25])[CH2:19][NH:20][C:2]1[C:7]([C:8]([O:10][CH2:11][CH3:12])=[O:9])=[CH:6][N:5]=[C:4]([S:13][CH3:14])[N:3]=1. Procedure details: To a solution of 4-chloro-5-ethoxycarbonyl-2-methylthiopyrimidine (25.33 g) in N,N-dimethylformamide (85 ml) are added a solution of 3-chloro-4-methoxybenzylamine (19.62 g) in N,N-dimethylformamide (15 ml) and triethylamine (16.7 ml) under ice-cooling. The mixture is stirred at room temperature for 20 minutes, and thereto is added 3-chloro-4-methoxybenzylamine (940 mg), and the mixture is further stirred for 15 minutes. To the mixture is further added said amine (940 mg), and the mixture is stir...